From a dataset of the Open Reaction Database (ORD), a public repository of structured organic reaction records. describe an organic reaction: reactants, conditions, products, and yield Reactants: C(C)(=O)OCCOC=1C=CC=C2C=CC(=NC12)C1=NN=C2N1C=C(C=C2)[C@H](C(F)(F)F)N2C[C@H](CC2)NC(=O)OC(C)(C)C (2-(2-(6-((R)-1-((S)-3-(tert-butoxycarbonylamino)pyrrolidin-1-yl)-2,2,2-trifluoroethyl)-[1,2,4]triazolo[4,3-a]pyridin-3-yl)quinolin-8-yloxy)ethyl acetate), [OH-].[Li+] (lithium hydroxide). Run in CO (methanol). RXN SMILES: C([O:4][CH2:5][CH2:6][O:7][C:8]1[CH:9]=[CH:10][CH:11]=[C:12]2[C:17]=1[N:16]=[C:15]([C:18]1[N:22]3[CH:23]=[C:24]([C@@H:27]([N:32]4[CH2:36][CH2:35][C@H:34]([NH:37][C:38]([O:40][C:41]([CH3:44])([CH3:43])[CH3:42])=[O:39])[CH2:33]4)[C:28]([F:31])([F:30])[F:29])[CH:25]=[CH:26][C:21]3=[N:20][N:19]=1)[CH:14]=[CH:13]2)(=O)C.[OH-].[Li+]>CO>[F:30][C:28]([F:29])([F:31])[C@H:27]([N:32]1[CH2:36][CH2:35][C@H:34]([NH:37][C:38](=[O:39])[O:40][C:41]([CH3:44])([CH3:42])[CH3:43])[CH2:33]1)[C:24]1[CH:25]=[CH:26][C:21]2[N:22]([C:18]([C:15]3[CH:14]=[CH:13][C:12]4[C:17](=[C:8]([O:7][CH2:6][CH2:5][OH:4])[CH:9]=[CH:10][CH:11]=4)[N:16]=3)=[N:19][N:20]=2)[CH:23]=1 |f:1.2|. Reaction conditions: time 1 hour. Yield: 91.9%. Reported procedure: To a solution of 2-(2-(6-((R)-1-((S)-3-(tert-butoxycarbonylamino)pyrrolidin-1-yl)-2,2,2-trifluoroethyl)-[1,2,4]triazolo[4,3-a]pyridin-3-yl)quinolin-8-yloxy)ethyl acetate (0.47 g, 0.76 mmol) in methanol (5 mL) was added lithium hydroxide (2M; 1.9 mL, 0.76 mmol) and the mixture allowed to stir at ambient temperature for 1 hour. The reaction mixture was extracted with dichloromethane (2×30 mL). The combined organic extracts were dried over magnesium sulfate, filtered and concentrated under reduced ... Yields the product FC([C@@H](C=1C=CC=2N(C1)C(=NN2)C2=NC1=C(C=CC=C1C=C2)OCCO)N2C[C@H](CC2)NC(OC(C)(C)C)=O)(F)F (tert-butyl (S)-1-((R)-2,2,2-trifluoro-1-(3-(8-(2-hydroxyethoxy)quinolin-2-yl)-[1,2,4]triazolo[4,3-a]pyridin-6-yl)ethyl)pyrrolidin-3-ylcarbamate). The reactants are ClC1=NC(=C(C(=C1C(=O)OCC)C(=O)OCC)[N+](=O)[O-])C (2-chloro-3,4-diethoxycarbonyl-6-methyl-5-nitropyridine), whereto, reduced iron, Cl (hydrochloric acid). Run in C(C)O (ethanol). Conditions: time 30 minute. Yields the product NC=1C(=NC(=C(C1C(=O)OCC)C(=O)OCC)Cl)C (3-Amino-6-choro-4,5-diethyoxycarbonyl-2-methylpyridine). As a reaction SMILES: [Cl:1][C:2]1[C:7]([C:8]([O:10][CH2:11][CH3:12])=[O:9])=[C:6]([C:13]([O:15][CH2:16][CH3:17])=[O:14])[C:5]([N+:18]([O-])=O)=[C:4]([CH3:21])[N:3]=1.Cl>C(O)C>[NH2:18][C:5]1[C:4]([CH3:21])=[N:3][C:2]([Cl:1])=[C:7]([C:8]([O:10][CH2:11][CH3:12])=[O:9])[C:6]=1[C:13]([O:15][CH2:16][CH3:17])=[O:14]. Procedure details: In 15 ml of ethanol was dissolved 1.2 g of 2-chloro-3,4-diethoxycarbonyl-6-methyl-5-nitropyridine, whereto 1.9 g (9 eq.) of reduced iron was added, followed by adding dropwise 7.1 ml of hydrochloric acid. The mixture was stirred at room temperature for 30 minutes. After the solvent was distilled off, the residue was neutralized with sodium hydrogencarbonate, followed by extraction with ethyl acetate. The organic layer was washed with a saturated aqueous solution of sodium chloride and dried. The... The reactants are FB(F)F, CCOCC, CO, CCCCCCCCCCC1CO1. The product is CCCCCCCCCCC(O)COCC. RXN SMILES: [B:8]([F:9])([F:10])[F:11].[CH2:3]([CH3:4])[O:5][CH2:6][CH3:7].[CH3:1][OH:2].[O:12]1[CH2:13][CH:14]1[CH2:15][CH2:16][CH2:17][CH2:18][CH2:19][CH2:20][CH2:21][CH2:22][CH2:23][CH3:24]>>[CH2:3]([CH3:4])[O:5][CH2:13][CH:14]([OH:12])[CH2:15][CH2:16][CH2:17][CH2:18][CH2:19][CH2:20][CH2:21][CH2:22][CH2:23][CH3:24]. Starting materials: CC1(SC2=CC=C(C=C2C(=C1)OS(=O)(=O)C(F)(F)F)C#CC1=CC=C(C(=O)OCC)C=C1)C (ethyl 4-(2,2-dimethyl-4-trifluoromethanesulfonyloxy-(2H)-thiochromen-6-ylethynyl)-benzoate), CC=1SC=CC1 (2-methylthiophene), C(CCC)[Li] (n-butyllithium), solution, CC1(SC2=CC=C(C=C2C(=C1)OS(=O)(=O)C(F)(F)F)C#CC1=CC=C(C(=O)OCC)C=C1)C (ethyl 4-(2,2-dimethyl-4-trifluoromethanesulfonyloxy-(2H)-thiochromen-6-ylethynyl)-benzoate). The reagents and catalysts are [Pd].C1(=CC=CC=C1)P(C1=CC=CC=C1)C1=CC=CC=C1.C1(=CC=CC=C1)P(C1=CC=CC=C1)C1=CC=CC=C1.C1(=CC=CC=C1)P(C1=CC=CC=C1)C1=CC=CC=C1.C1(=CC=CC=C1)P(C1=CC=CC=C1)C1=CC=CC=C1 (tetrakis(triphenylphosphine) palladium(0)), [Cl-].[Cl-].[Zn+2] (ZnCl2). The solvent is C1CCOC1 (THF), C1CCOC1 (THF), hexanes, C1CCOC1 (THF). Run at temperature 0 celsius, time 40 minute. Product: CC1=CC=C(S1)C1=CC(SC2=CC=C(C=C12)C#CC1=CC=C(C(=O)OCC)C=C1)(C)C (Ethyl 4-[[4-(5-methyl-thiophen-2-yl)-2,2-dimethyl-(2H)-thiochromen-6-yl]ethynyl]-benzoate), EtOAc hexanes. Yield: 5.0%. Reaction SMILES: [CH3:1][C:2]1[S:3][CH:4]=[CH:5][CH:6]=1.C([Li])CCC.[CH3:12][C:13]1([CH3:44])[CH:22]=[C:21](OS(C(F)(F)F)(=O)=O)[C:20]2[C:15](=[CH:16][CH:17]=[C:18]([C:31]#[C:32][C:33]3[CH:43]=[CH:42][C:36]([C:37]([O:39][CH2:40][CH3:41])=[O:38])=[CH:35][CH:34]=3)[CH:19]=2)[S:14]1>C1COCC1.[Cl-].[Cl-].[Zn+2].[Pd].C1(P(C2C=CC=CC=2)C2C=CC=CC=2)C=CC=CC=1.C1(P(C2C=CC=CC=2)C2C=CC=CC=2)C=CC=CC=1.C1(P(C2C=CC=CC=2)C2C=CC=CC=2)C=CC=CC=1.C1(P(C2C=CC=CC=2)C2C=CC=CC=2)C=CC=CC=1>[CH3:1][C:2]1[S:3][C:4]([C:21]2[C:20]3[C:15](=[CH:16][CH:17]=[C:18]([C:31]#[C:32][C:33]4[CH:43]=[CH:42][C:36]([C:37]([O:39][CH2:40][CH3:41])=[O:38])=[CH:35][CH:34]=4)[CH:19]=3)[S:14][C:13]([CH3:12])([CH3:44])[CH:22]=2)=[CH:5][CH:6]=1 |f:4.5.6,7.8.9.10.11|. Reported procedure: A solution of 2-methylthiophene (100.0 mg, 1.00 mmol) in 2.0 mL of THF was cooled to -78° C. and n-butyllithium (64.0 mg, 1.00 mmol, 0.63 ml of a 1.6M solution in hexanes) was added and the solution warmed to 0° C. during 1.5 hours. A solution of ZnCl2 (218.0 mg, 1.60 mmol) in 3.0 mL THF was slowly added via cannula. The resulting solution was warmed to room temperature, stirred for 40 minutes, and transferred via cannula to a solution of ethyl 4-[(2,2-dimethyl-4-trifluoromethanesulfonyloxy-(2H)... The reactants are BrCCCBr, [Na+], [OH-], O, Oc1ccc(Cl)cc1Cl. Yields the product Clc1ccc(OCCCBr)c(Cl)c1. RXN SMILES: [Br:10][CH2:11][CH2:12][CH2:13][Br:14].[Na+:16].[OH-:15].[OH2:17].[OH:1][c:2]1[cH:3][cH:4][c:5]([Cl:6])[cH:7][c:8]1[Cl:9]>>[O:1]([c:2]1[cH:3][cH:4][c:5]([Cl:6])[cH:7][c:8]1[Cl:9])[CH2:13][CH2:12][CH2:11][Br:10]. Starting materials: CCOC(C)=O, CC(C)=O, O, NS(=O)(=O)c1ccc(-n2nc(C(F)(F)F)cc2-c2ccc(CO)cc2)cc1. Yields the product NS(=O)(=O)c1ccc(-n2nc(C(F)(F)F)cc2-c2ccc(C(=O)O)cc2)cc1. Reaction SMILES: [CH3:28][CH2:29][O:30][C:31](=[O:32])[CH3:33].[CH3:35][C:36](=[O:37])[CH3:38].[OH2:34].[OH:1][CH2:2][c:3]1[cH:4][cH:5][c:6](-[c:9]2[cH:10][c:11]([C:24]([F:25])([F:26])[F:27])[n:12][n:13]2-[c:14]2[cH:15][cH:16][c:17]([S:20](=[O:21])(=[O:22])[NH2:23])[cH:18][cH:19]2)[cH:7][cH:8]1>>[O:1]=[C:2]([c:3]1[cH:4][cH:5][c:6](-[c:9]2[cH:10][c:11]([C:24]([F:25])([F:26])[F:27])[n:12][n:13]2-[c:14]2[cH:15][cH:16][c:17]([S:20](=[O:21])(=[O:22])[NH2:23])[cH:18][cH:19]2)[cH:7][cH:8]1)[OH:30]. Starting materials: Cl (hydrogen chloride), CN(C)CC1=CC=C(O1)CSCCNC(=C[N+](=O)[O-])NC (N-[2-[[[5-(Dimethylamino)methyl-2-furanyl]methyl]thio]ethyl]-N'-methyl-2-nitro-1,1-ethenediamine), C(C)(=O)OCC (Ethyl acetate). Run in C(CC)O (n-propanol). Reaction conditions: time 1 hour. Yields the product CNC(=C[N+](=O)[O-])NCCSCC1=CC=C(O1)CN(C)C.Cl (ranitidine hydrochloride). RXN SMILES: [CH3:1][N:2]([CH2:4][C:5]1[O:9][C:8]([CH2:10][S:11][CH2:12][CH2:13][NH:14][C:15]([NH:20][CH3:21])=[CH:16][N+:17]([O-:19])=[O:18])=[CH:7][CH:6]=1)[CH3:3].[ClH:22].C(OCC)(=O)C>C(O)CC>[CH3:21][NH:20][C:15]([NH:14][CH2:13][CH2:12][S:11][CH2:10][C:8]1[O:9][C:5]([CH2:4][N:2]([CH3:1])[CH3:3])=[CH:6][CH:7]=1)=[CH:16][N+:17]([O-:19])=[O:18].[ClH:22] |f:4.5|. Procedure details: N-[2-[[[5-(Dimethylamino)methyl-2-furanyl]methyl]thio]ethyl]-N'-methyl-2-nitro-1,1-ethenediamine (5 g) was dissolved in n-propanol (40 ml) containing molar equivalent of hydrogen chloride. Ethyl acetate (20 ml) was added slowly to the solution. It was further stirred for 1 hr. Form 1 ranitidine hydrochloride crystallized during this period, and was filtered off. The product was washed with ethyl acetate (20 ml) and was dried at 40° C. under vacuum to give Form 1 ranitidine hydrochloride (5 g), m... Starting materials: CCC(Oc1cccc2c1CCc1sc(S(=O)CC(c3ccccc3)c3ccccc3)nc1-2)C(=O)[O-], CO, [Na+], C1CCOC1, [OH-]. Yields the product O=C(O)COc1cccc2c1CCc1sc(S(=O)CC(c3ccccc3)c3ccccc3)nc1-2. RXN SMILES: [CH2:1]([CH3:2])[CH:3]([C:4](=[O:5])[O-:6])[O:7][c:8]1[c:9]2[c:33]([cH:34][cH:35][cH:36]1)-[c:13]1[c:12]([s:16][c:15]([S:17](=[O:18])[CH2:19][CH:20]([c:21]3[cH:22][cH:23][cH:24][cH:25][cH:26]3)[c:27]3[cH:28][cH:29][cH:30][cH:31][cH:32]3)[n:14]1)[CH2:11][CH2:10]2.[CH3:44][OH:45].[Na+:38].[O:39]1[CH2:40][CH2:41][CH2:42][CH2:43]1.[OH-:37]>>[CH2:3]([C:4](=[O:5])[OH:6])[O:7][c:8]1[c:9]2[c:33]([cH:34][cH:35][cH:36]1)-[c:13]1[c:12]([s:16][c:15]([S:17](=[O:18])[CH2:19][CH:20]([c:21]3[cH:22][cH:23][cH:24][cH:25][cH:26]3)[c:27]3[cH:28][cH:29][cH:30][cH:31][cH:32]3)[n:14]1)[CH2:11][CH2:10]2.